From a dataset of the Open Reaction Database (ORD), a public repository of structured organic reaction records. describe an organic reaction: reactants, conditions, products, and yield The reactants are 25, C1(OC(C2=CC=CC=C12)=O)=O (1,3-isobenzofurandione), FC1=CC=CC=C1 (fluorobenzene), [Cl-].[Al+3].[Cl-].[Cl-] (aluminium chloride), Cl (hydrochloric acid). Run at time 1.5 hour. The product is 33.5, FC1=CC=C(C(=O)C2=C(C(=O)O)C=CC=C2)C=C1 (2-(4-fluorobenzoyl)benzoic acid). Isolated yield 80.7%. Reaction SMILES: [C:1]1(=[O:11])[C:9]2[C:4](=[CH:5][CH:6]=[CH:7][CH:8]=2)[C:3](=[O:10])[O:2]1.[F:12][C:13]1[CH:18]=[CH:17][CH:16]=[CH:15][CH:14]=1.[Cl-].[Al+3].[Cl-].[Cl-].Cl>>[F:12][C:13]1[CH:18]=[CH:17][C:16]([C:1]([C:9]2[CH:8]=[CH:7][CH:6]=[CH:5][C:4]=2[C:3]([OH:2])=[O:10])=[O:11])=[CH:15][CH:14]=1 |f:2.3.4.5|. Reported procedure: To a stirred mixture of 25 parts of 1,3-isobenzofurandione and 108.5 parts of fluorobenzene were added portionwise 50 parts of aluminium chloride. Upon completion, the whole was heated slowly to reflux and stirring was continued for 1.50 hours at reflux temperature. The reaction mixture was cooled and poured onto a mixture of crushed ice and 60 parts of concentrated hydrochloric acid. The product was extracted twice with dichloromethane. The combined extracts were washed with a sodium hydroxide ...